This data is from the Open Reaction Database (ORD), a public repository of structured organic reaction records. The task is: describe an organic reaction: reactants, conditions, products, and yield Reactants: Cc1ccccc1, CCCSP(=O)(OCC)SCc1cc(OCC)nc(OCC)n1, S=P12SP3(=S)SP(=S)(S1)SP(=S)(S2)S3. Yields the product CCCSP(=S)(OCC)SCc1cc(OCC)nc(OCC)n1. Reaction SMILES: [CH3:38][c:39]1[cH:40][cH:41][cH:42][cH:43][cH:44]1.[P:1](=[O:2])([S:3][CH2:4][c:5]1[n:6][c:7]([O:14][CH2:15][CH3:16])[n:8][c:9]([O:11][CH2:12][CH3:13])[cH:10]1)([O:17][CH2:18][CH3:19])[S:20][CH2:21][CH2:22][CH3:23].[P:24]12(=[S:25])[S:26][P:27]3(=[S:37])[S:28][P:29](=[S:35])([S:30][P:31](=[S:34])([S:32]3)[S:33]1)[S:36]2>>[P:1]([S:3][CH2:4][c:5]1[n:6][c:7]([O:14][CH2:15][CH3:16])[n:8][c:9]([O:11][CH2:12][CH3:13])[cH:10]1)([O:17][CH2:18][CH3:19])([S:20][CH2:21][CH2:22][CH3:23])=[S:25].